Dataset: the Open Reaction Database (ORD), a public repository of structured organic reaction records. Task: describe an organic reaction: reactants, conditions, products, and yield Starting materials: Cl (HCl), COC(C1=CC=C(C=C1)C=1C2=CC(=C(C=C2[C@H]2COCC[C@H]2N1)OCC)OC)=O (4((4aR,10aR)-6-Ethoxy-7-methoxy-1,4,4a,10a-tetrahydro-2H-3-oxa-10-aza-phenanthren-9-yl)-benzoic acid methyl ester), [OH-].[Na+] (sodium hydroxide). Run in O (water), O1CCOCC1 (dioxan), O (water). Run at time 15 hour. The product is C(C)OC=1C=C2[C@H]3COCC[C@H]3N=C(C2=CC1OC)C1=CC=C(C(=O)O)C=C1 (4-((4aR,10aR)-6-Ethoxy-7-methoxy-1,4,4a,10a-tetrahydro-2H-3-oxa-10-aza-phenanthren-9-yl)-benzoic acid). RXN SMILES: C[O:2][C:3](=[O:29])[C:4]1[CH:9]=[CH:8][C:7]([C:10]2[C:11]3[C:16]([C@@H:17]4[C@H:22]([N:23]=2)[CH2:21][CH2:20][O:19][CH2:18]4)=[CH:15][C:14]([O:24][CH2:25][CH3:26])=[C:13]([O:27][CH3:28])[CH:12]=3)=[CH:6][CH:5]=1.[OH-].[Na+].Cl>O1CCOCC1.O>[CH2:25]([O:24][C:14]1[CH:15]=[C:16]2[C:11](=[CH:12][C:13]=1[O:27][CH3:28])[C:10]([C:7]1[CH:6]=[CH:5][C:4]([C:3]([OH:29])=[O:2])=[CH:9][CH:8]=1)=[N:23][C@H:22]1[C@@H:17]2[CH2:18][O:19][CH2:20][CH2:21]1)[CH3:26] |f:1.2|. Procedure: To a solution of 7.6 mmol of 4((4aR,10aR)-6-Ethoxy-7-methoxy-1,4,4a,10a-tetrahydro-2H-3-oxa-10-aza-phenanthren-9-yl)-benzoic acid methyl ester in 100 ml of dioxan a solution of 7.5 ml of 2 molar sodium hydroxide in water is added and the mixture is stirred for 15 h at RT. A solution of 7.5 ml of 2 molar HCl in water is added and the mixture is stirred for 30 min. After concentration under reduced pressure the solid residue is treated with 100 ml of dichloromethane. After filtering the filtrate i... Reactants: S1C(=NC=C1)C1=CN(C=2N=CN=C(C21)C=2C=C(C=CC2)NC(C(=C)C)=O)COCC[Si](C)(C)C (N-(3-(5-(thiazol-2-yl)-7-((2-(trimethylsilyl)ethoxy)methyl)-7H-pyrrolo[2,3-d]pyrimidin-4-yl)phenyl)methacrylamide), C(=O)(C(F)(F)F)O (TFA). Solvent: CO (MeOH), CCOC(=O)C (EtOAc), C(Cl)Cl (DCM). Conditions: time 3 hour. Yields the product S1C(=NC=C1)C1=CNC=2N=CN=C(C21)C=2C=C(C=CC2)NC(C(=C)C)=O (N-(3-(5-(thiazol-2-yl)-7H-pyrrolo[2,3-d]pyrimidin-4-yl)phenyl)methacrylamide). RXN SMILES: [S:1]1[CH:5]=[CH:4][N:3]=[C:2]1[C:6]1[C:14]2[C:13]([C:15]3[CH:16]=[C:17]([NH:21][C:22](=[O:26])[C:23]([CH3:25])=[CH2:24])[CH:18]=[CH:19][CH:20]=3)=[N:12][CH:11]=[N:10][C:9]=2[N:8](COCC[Si](C)(C)C)[CH:7]=1.C(O)(C(F)(F)F)=O>C(Cl)Cl.CO.CCOC(C)=O>[S:1]1[CH:5]=[CH:4][N:3]=[C:2]1[C:6]1[C:14]2[C:13]([C:15]3[CH:16]=[C:17]([NH:21][C:22](=[O:26])[C:23]([CH3:25])=[CH2:24])[CH:18]=[CH:19][CH:20]=3)=[N:12][CH:11]=[N:10][C:9]=2[NH:8][CH:7]=1. Reported procedure: To a solution of crude N-(3-(5-(thiazol-2-yl)-7-((2-(trimethylsilyl)ethoxy)methyl)-7H-pyrrolo[2,3-d]pyrimidin-4-yl)phenyl)methacrylamide (38 mg, 0.076 mmol) in DCM (1.0 mL), was added TFA (1.0 mL). The resulting solution was stirred at room temperature for approximately 3 hours before being concentrated in vacuo. The crude residue was then taken up into MeOH (1.0 mL) and ammonium hydroxide (1.0 mL) was added, and the resulting mixture was stirred at room temperature for approximately 30 minutes.... The solvent is O1CCOCC1 (dioxane), O1CCOCC1 (1,4-dioxane). Run at temperature 20 celsius, time 15 hour. The reactants are [OH-].[K+] (potassium hydroxide), BrCC(C(C(C)(C)Cl)(C)C)=O (1-bromo-4-chloro-3,3,4-trimethyl-2-pentanone), O (water). Product: CC1(C(C1(C)C)C(=O)O)C (2,2,3,3-tetramethylcyclopropane-1-carboxylic acid). Procedure details: A solution of 4.1 g of 1-bromo-4-chloro-3,3,4-trimethyl-2-pentanone in 10 ml of 1,4-dioxane was added dropwise at 30° C to a solution comprising 3.3 g of potassium hydroxide, 30 ml of water and 20 ml of dioxane, and the resulting solution was stirred at 20° C for 15 hours. Thereafter, the reaction solution was worked up in the same manner as in Example 1 to obtain 1.8 g of the desired 2,2,3,3-tetramethylcyclopropane-1-carboxylic acid as a white crystal (yield, 76%). Reaction SMILES: Br[CH2:2][C:3](=O)[C:4]([CH3:10])([CH3:9])[C:5](Cl)([CH3:7])[CH3:6].[OH-:12].[K+].[OH2:14]>O1CCOCC1>[CH3:9][C:4]1([CH3:10])[C:5]([CH3:7])([CH3:6])[CH:3]1[C:2]([OH:14])=[O:12] |f:1.2|. Reactants: C1CC(=O)N(C1=O)Br (NBS), CC(C)(C)[Si](OC1=CC=C2C=C(NC2=C1)C(=O)OC)(C)C (methyl 6-{[(1,1-dimethylethyl)(dimethyl)silyl]oxy}-1H-indole-2-carboxylate). Solvent: CN(C)C=O (DMF). Reaction conditions: time 8 hour. The product is BrC1=C(NC2=CC(=CC=C12)O[Si](C)(C)C(C)(C)C)C(=O)OC (Methyl 3-bromo-6-{[(1,1-dimethylethyl)(dimethyl)silyl]oxy}-1H-indole-2-carboxylate). Yield: 17.0%. RXN SMILES: C1C(=O)N([Br:8])C(=O)C1.[CH3:9][C:10]([Si:13]([CH3:29])([CH3:28])[O:14][C:15]1[CH:23]=[C:22]2[C:18]([CH:19]=[C:20]([C:24]([O:26][CH3:27])=[O:25])[NH:21]2)=[CH:17][CH:16]=1)([CH3:12])[CH3:11]>CN(C=O)C>[Br:8][C:19]1[C:18]2[C:22](=[CH:23][C:15]([O:14][Si:13]([C:10]([CH3:9])([CH3:11])[CH3:12])([CH3:28])[CH3:29])=[CH:16][CH:17]=2)[NH:21][C:20]=1[C:24]([O:26][CH3:27])=[O:25]. Procedure details: NBS (0.670 g, 3.77 mmol) was added to a solution of methyl 6-{[(1,1-dimethylethyl)(dimethyl)silyl]oxy}-1H-indole-2-carboxylate (1.15 g, 3.77 mmol) in DMF (6 mL) and stirred overnight. The reaction was partitioned between EtOAc and water. The organic layer was separated, dried over MgSO4, filtered and concentrated. The residue was adsorbed onto silica gel and purification was accomplished by silica gel column chromatography (EtOAc/hexanes) to afford the title compound (0.246 g, 17%). 1H NMR (400 ... Reactants: ClC1=CC=C(C=C1)C1=NC=2C(=NC=CC2)N1CC(=O)O (2-(4-chlorophenyl)-3H-imidazo[4,5-b]pyridine-3-acetic acid), C(=O)(N1C=NC=C1)N1C=NC=C1 (1,1'-carbonyldiimidazole), N1CCCCC1 (piperidine). Solvent: O1CCCC1 (tetrahydrofuran). Reaction conditions: time 8 hour. Product: ClC1=CC=C(C=C1)C1=NC=2C(=NC=CC2)N1CC(N1CCCCC1)=O (2-(4-Chlorophenyl)-3-[2-oxo-2-(1-piperidinyl)ethyl]-3H-imidazo[4,5-b]pyridine). Isolated yield 59.4%. As a reaction SMILES: [Cl:1][C:2]1[CH:7]=[CH:6][C:5]([C:8]2[N:16]([CH2:17][C:18]([OH:20])=O)[C:11]3=[N:12][CH:13]=[CH:14][CH:15]=[C:10]3[N:9]=2)=[CH:4][CH:3]=1.C(N1C=CN=C1)(N1C=CN=C1)=O.[NH:33]1[CH2:38][CH2:37][CH2:36][CH2:35][CH2:34]1>O1CCCC1>[Cl:1][C:2]1[CH:3]=[CH:4][C:5]([C:8]2[N:16]([CH2:17][C:18](=[O:20])[N:33]3[CH2:38][CH2:37][CH2:36][CH2:35][CH2:34]3)[C:11]3=[N:12][CH:13]=[CH:14][CH:15]=[C:10]3[N:9]=2)=[CH:6][CH:7]=1. Procedure: Under nitrogen bubbling, a mixture of 2-(4-chlorophenyl)-3H-imidazo[4,5-b]pyridine-3-acetic acid (4.0 g, 0.014 mole) and 1,1'-carbonyldiimidazole (2.27 g, 0.014 mole), in 150 ml of tetrahydrofuran was stirred at room temperature for 3 hours. Then, under nitrogen atmosphere, piperidine (1.31 g, 0.015 mole) was added and the reaction mixture was allowed to stir at room temperature overnight. The tetrahydrofuran was evaporated to give a solid which was triturated with water and dried under high vac... Reactants: N#Cc1ccc(C=O)cc1, COC(=O)CC(=O)OC, C1CCNCC1, CO. Yields the product COC(=O)C(=Cc1ccc(C#N)cc1)C(=O)OC. As a reaction SMILES: [C:10](#[N:11])[c:12]1[cH:13][cH:14][c:15]([CH:16]=[O:17])[cH:18][cH:19]1.[C:1]([CH2:2][C:3](=[O:4])[O:5][CH3:6])(=[O:7])[O:8][CH3:9].[CH2:20]1[CH2:21][CH2:22][NH:23][CH2:24][CH2:25]1.[CH3:26][OH:27]>>[C:1]([C:2]([C:3](=[O:4])[O:5][CH3:6])=[CH:16][c:15]1[cH:14][cH:13][c:12]([C:10]#[N:11])[cH:19][cH:18]1)(=[O:7])[O:8][CH3:9]. As a reaction SMILES: CN(C)[N:3]1[CH:8]=[C:7]([CH2:9][CH3:10])[CH2:6][C:5]2[C:11]([O:13][C:14](=[O:15])[C:4]1=2)=[O:12].Cl.C1C[O:21]CC1>>[CH2:9]([C:7]1[CH:6]=[C:5]([C:11]([OH:21])=[O:12])[C:4]([C:14]([OH:13])=[O:15])=[N:3][CH:8]=1)[CH3:10]. The reactants are CN(N1C2=C(CC(=C1)CC)C(=O)OC2=O)C (1,4-dihydro-1-dimethylamino-5-ethyl-2,3-pyridinedicarboxylic anhydride), C1CCOC1 (THF), Cl (HCl). Procedure: The above anhydride is dissolved in THF, and 100 ml of 2M HCl is added. The mixture is stirred and the THF is distilled off. The residue is recrystallized from THF to give 5-ethyl-2,3-pyridinedicarboxylic acid. The product is C(C)C=1C=C(C(=NC1)C(=O)O)C(=O)O (5-ethyl-2,3-pyridinedicarboxylic acid). Reactants: C(C)(C)(C)OC(=O)N1[C@@H](C[C@@H](C1)CNC(C1=CC(=CC=C1)C(=O)NS(=O)(=O)C)=O)C(=O)N1CSCC1 ((2S, 4R)-4-[(3-Methanesulfonylaminocarbonyl-benzoylamino)-methyl]-2-(thiazolidine-3-carbonyl)-pyrrolidine-1-carboxylic acid tert-butyl ester), Cl (HCl), O1CCOCC1 (dioxane). The solvent is CO (methanol). Reaction conditions: time 5 hour. Yields the product CS(=O)(=O)NC(=O)C=1C=C(C(=O)NC[C@@H]2CN[C@@H](C2)C(=O)N2CSCC2)C=CC1 ((3S, 5S)-3-Methanesulfonylaminocarbonyl-N-[5-(thiazolidine-3-carbonyl)-pyrrolidin-3-ylmethyl]-benzamide). RXN SMILES: C(OC([N:8]1[CH2:12][C@@H:11]([CH2:13][NH:14][C:15](=[O:29])[C:16]2[CH:21]=[CH:20][CH:19]=[C:18]([C:22]([NH:24][S:25]([CH3:28])(=[O:27])=[O:26])=[O:23])[CH:17]=2)[CH2:10][C@H:9]1[C:30]([N:32]1[CH2:36][CH2:35][S:34][CH2:33]1)=[O:31])=O)(C)(C)C.Cl.O1CCOCC1>CO>[CH3:28][S:25]([NH:24][C:22]([C:18]1[CH:17]=[C:16]([CH:21]=[CH:20][CH:19]=1)[C:15]([NH:14][CH2:13][C@H:11]1[CH2:10][C@@H:9]([C:30]([N:32]2[CH2:36][CH2:35][S:34][CH2:33]2)=[O:31])[NH:8][CH2:12]1)=[O:29])=[O:23])(=[O:26])=[O:27]. Procedure: To a solution of Example 32C (372.1 mg, 0.69 mmol) in methanol (5 mL) was slowly added a solution of 4 M HCl in dioxane (1.6 mL, 6.4 mmol) at 0° C. over 10 minutes via addition funnel. The mixture was allowed to stir for 5 hours at room temperature and then was concentrated under reduced pressure to provide the titled compound. MS (ESI) m/e 441 (M+H)+, 439 (M−H)−; 1H NMR (400 MHz, CD3OD) δ ppm 1.80 (m, 1H), 2.74 (m, 1H), 2.84 (m, 1H), 3.09 (m, 1H), 3.16 (t, 1H), 3.24 (m, 1H), 3.52 (dd, 2H), 3.55... The reactants are COC1=CC=C(C=C1)C#CC#C (1-(4-methoxyphenyl)-1,3-butadiyne), FC(C1=C(C=C(C=C1)C(F)(F)F)I)(F)F (2,5-bis(trifluoromethyl) iodobenzene), C1=CC=CC=C1 (benzene). Reagents/catalysts: C1=CC=C(C=C1)P(C2=CC=CC=C2)C3=CC=CC=C3.C1=CC=C(C=C1)P(C2=CC=CC=C2)C3=CC=CC=C3.Cl[Pd]Cl (bis(triphenylphosphine)palladium (II) chloride), [Cu]Cl (copper (I) chloride). The solvent is C(C)N(CC)CC (triethylamine). Run at time 13 hour. Product: COC1=CC=C(C=C1)C#CC#CC1=C(C=CC(=C1)C(F)(F)F)C(F)(F)F (1-(4-methoxyphenyl)-4-[2,5-bis(trifluoromethyl)phenyl]-1,3-butadiyne). Isolated yield 61.7%. As a reaction SMILES: [CH3:1][O:2][C:3]1[CH:8]=[CH:7][C:6]([C:9]#[C:10][C:11]#[CH:12])=[CH:5][CH:4]=1.[F:13][C:14]([F:27])([F:26])[C:15]1[CH:20]=[CH:19][C:18]([C:21]([F:24])([F:23])[F:22])=[CH:17][C:16]=1I.C1C=CC=CC=1>C(N(CC)CC)C.C1C=CC(P(C2C=CC=CC=2)C2C=CC=CC=2)=CC=1.C1C=CC(P(C2C=CC=CC=2)C2C=CC=CC=2)=CC=1.Cl[Pd]Cl.[Cu]Cl>[CH3:1][O:2][C:3]1[CH:8]=[CH:7][C:6]([C:9]#[C:10][C:11]#[C:12][C:16]2[CH:17]=[C:18]([C:21]([F:24])([F:23])[F:22])[CH:19]=[CH:20][C:15]=2[C:14]([F:13])([F:26])[F:27])=[CH:5][CH:4]=1 |f:4.5.6|. Procedure details: 1100 mg of the 1-(4-methoxyphenyl)-1,3-butadiyne obtained and 2700 mg of 2,5-bis(trifluoromethyl) iodobenzene were then dissolved in 50 ml of triethylamine, and 50 mg of bis(triphenylphosphine)palladium (II) chloride and 14 mg of copper (I) chloride were then rapidly added to the reaction mixture. After the solution had been stirred at room temperature for 13 hours, 50 ml of benzene were added to the reaction mixture, and the precipitates produced were then filtered off. After the solvent had be...